From a dataset of the Open Reaction Database (ORD), a public repository of structured organic reaction records. describe an organic reaction: reactants, conditions, products, and yield The reactants are N[C@@H](CO)C1=CC=CC=C1 ((2R)-(-)-2-amino-2-phenylethanol), C(OCC)(OCC)=O (diethyl carbonate), C(=O)([O-])[O-].[K+].[K+] (K2CO3). Yields the product C1(=CC=CC=C1)[C@H]1NC(OC1)=O ((4R)-(-)-4-Phenyl-2-oxazolidinone). RXN SMILES: [NH2:1][C@H:2]([C:5]1[CH:10]=[CH:9][CH:8]=[CH:7][CH:6]=1)[CH2:3][OH:4].[C:11](=O)(OCC)[O:12]CC.C([O-])([O-])=O.[K+].[K+]>>[C:5]1([C@@H:2]2[CH2:3][O:4][C:11](=[O:12])[NH:1]2)[CH:10]=[CH:9][CH:8]=[CH:7][CH:6]=1 |f:2.3.4|. Procedure: 7.54 g (55 mmol) of (2R)-(-)-2-amino-2-phenylethanol are dissolved in 8 ml (61 mmol) of diethyl carbonate, 770 mg (5.5 mmol) of K2CO3 are added, and ethanol is removed by distillation via a column. The crude product is recrystallized from ether/petroleum ether. Starting materials: FC1=C(C=C(C=C1)B(O)O)C1=CC=NC=C1 (4-Fluoro-3-(pyridin-4-yl)benzeneboronic acid), BrC1=CN=C2N1N=CC(=N2)C(C)(C)O (2-(7-bromoimidazo[1,2-b][1,2,4]triazin-3-yl)propan-2-ol). Yields the product FC1=C(C=C(C=C1)C1=CN=C2N1N=CC(=N2)C(C)(C)O)C2=CC=NC=C2 (2-{7-[4-Fluoro-3-(pyridin-4-yl)phenyl]imidazo[1,2-b][1,2,4]triazin-3-yl}propan-2-ol). Reaction SMILES: [F:1][C:2]1[CH:7]=[CH:6][C:5](B(O)O)=[CH:4][C:3]=1[C:11]1[CH:16]=[CH:15][N:14]=[CH:13][CH:12]=1.Br[C:18]1[N:22]2[N:23]=[CH:24][C:25]([C:27]([OH:30])([CH3:29])[CH3:28])=[N:26][C:21]2=[N:20][CH:19]=1>>[F:1][C:2]1[CH:7]=[CH:6][C:5]([C:18]2[N:22]3[N:23]=[CH:24][C:25]([C:27]([OH:30])([CH3:28])[CH3:29])=[N:26][C:21]3=[N:20][CH:19]=2)=[CH:4][C:3]=1[C:11]1[CH:16]=[CH:15][N:14]=[CH:13][CH:12]=1. Procedure details: 4-Fluoro-3-(pyridin-4-yl)benzeneboronic acid was coupled with 2-(7-bromoimidazo[1,2-b][1,2,4]triazin-3-yl)propan-2-ol in 80% yield by a similar procedure to that described in Example 3, step f, to afford the title compound as a yellow solid: mp 233-237° C. (CH2Cl2-EtOAc-MeOH); 1H NMR (400 MHz, DMSO-d6) δ 1.57 (6H, s), 5.78 (1H, s), 7.60 (1H, dd, J 11.0, 8.6 Hz), 7.68-7.70 (2H, m), 8.27 (1H, m), 8.35 (1H, dd, J 7.4, 2.3 Hz), 8.53 (1H, s), 8.73 (2H, m), 9.04 (1H, s); MS (ES+) m/z 350 [M+H]+. Anal.... Reactants: O=C[C@H](O)[C@@H](O)[C@H](O)CO (xylose), O=C[C@H](O)[C@@H](O)[C@H](O)[C@H](O)CO (dextrose), [OH-].[Na+] (NaOH). Run at temperature 58 celsius. Product: C([C@@H]1[C@H]([C@@H]([C@](O1)(CO)O)O)O)O (levulose). RXN SMILES: O=C[C@@H]([C@H]([C@@H](CO)O)O)O.[O:11]=[CH:12][C@@H:13]([C@H:15]([C@@H:17]([C@@H:19]([CH2:21][OH:22])[OH:20])[OH:18])[OH:16])[OH:14].[OH-].[Na+]>>[CH2:21]([OH:22])[C@H:19]1[O:20][C@:13]([OH:14])([CH2:12][OH:11])[C@@H:15]([OH:16])[C@@H:17]1[OH:18] |f:2.3|. Reported procedure: The above experiment was repeated, except that the xylose isomerase was bound on an alumina carrier. The same dextrose feed liquor, pre-adjusted to a pH of 8.3 - 8.4 with 4 N NaOH, was pumped through the column, which was maintained at a temperature of 58°C, at a rate to provide 45% by weight levulose, dry basis, in the effluent. The residence time was less than one hour. The following is an analysis of the pH of the feed syrup and effluent syrup after a prolonged continuous conversion campaign: Starting materials: C(C)OC(=O)N1CCC(CC1)C1=CNC2=CC=C(C=C12)OC (4-(5-methoxy-1H-indol-3-yl)-piperidine-1-carboxylic acid ethyl ester), ClC=1SC(=CC1)CCl (2-chloro-5-chloromethyl-thiophene). Run at time 15 hour. The product is C(C)OC(=O)N1CCC(CC1)C1=CN(C2=CC=C(C=C12)OC)CC=1SC(=CC1)Cl (4-[1-(5-chloro-thiophen-2-ylmethyl)-5-methoxy-1H-indol-3-yl]-piperidine-1-carboxylic acid ethyl ester). The yield is 42.0%. RXN SMILES: [CH2:1]([O:3][C:4]([N:6]1[CH2:11][CH2:10][CH:9]([C:12]2[C:20]3[C:15](=[CH:16][CH:17]=[C:18]([O:21][CH3:22])[CH:19]=3)[NH:14][CH:13]=2)[CH2:8][CH2:7]1)=[O:5])[CH3:2].[Cl:23][C:24]1[S:25][C:26]([CH2:29]Cl)=[CH:27][CH:28]=1>>[CH2:1]([O:3][C:4]([N:6]1[CH2:11][CH2:10][CH:9]([C:12]2[C:20]3[C:15](=[CH:16][CH:17]=[C:18]([O:21][CH3:22])[CH:19]=3)[N:14]([CH2:29][C:26]3[S:25][C:24]([Cl:23])=[CH:28][CH:27]=3)[CH:13]=2)[CH2:8][CH2:7]1)=[O:5])[CH3:2]. Procedure: This compound was prepared following the procedure described in example 13 (part B) at room temperature for 15 hours, starting with 0.1 g (0.33 mmol) of 4-(5-methoxy-1H-indol-3-yl)-piperidine-1-carboxylic acid ethyl ester and 0.052 mL (0.43 mmol) of 2-chloro-5-chloromethyl-thiophene. After standard work-up, 0.06 g (44% of yield) of 4-[1-(5-chloro-thiophen-2-ylmethyl)-5-methoxy-1H-indol-3-yl]-piperidine-1-carboxylic acid ethyl ester were obtained. Reactants: C1(C=2C(C(N1)=O)=CC=CC2)=O (phthalimide), O1C2C=CCCC21 (3,4-epoxycyclohexene). Reagents/catalysts: [Pd] (palladium(0)). Solvent: O1CCCC1 (tetrahydrofuran). Product: OC1C(C=CCC1)N1C(C=2C(C1=O)=CC=CC2)=O ((1RS,2SR)-2-hydroxy-1-phthalimido-cyclohex-5-ene). As a reaction SMILES: [C:1]1(=[O:11])[NH:5][C:4](=[O:6])[C:3]2=[CH:7][CH:8]=[CH:9][CH:10]=[C:2]12.[O:12]1[CH:18]2[CH:13]1[CH:14]=[CH:15][CH2:16][CH2:17]2>[Pd].O1CCCC1>[OH:12][CH:13]1[CH2:18][CH2:17][CH:16]=[CH:15][CH:14]1[N:5]1[C:1](=[O:11])[C:2]2=[CH:10][CH:9]=[CH:8][CH:7]=[C:3]2[C:4]1=[O:6]. Procedure: If 19.11 g (0.13 mol) of phthalimide are reacted with 0.6 mol % of the palladium(0) catalyst prepared in situ as described above and one equivalent of 3,4-epoxycyclohexene in tetrahydrofuran first at 0° C. and then for 4 hours at the reflux temperature, 1.45 g (4.6% of theory) of [(1RS,2SR)-2-hydroxy-1-phthalimido-cyclohex-5-ene of melting point 112° to 114° C. are obtained after purification by chromatography over silica gel using ethyl acetate/cyclohexane 3/2. 1H NMR (270 MHz, d6 -DMSO); δ[ppm... The reactants are C(C1=CC=CC=C1)C1=CC=C(CO)C=C1 (4-benzylbenzyl alcohol), S(=O)(Cl)Cl (thionyl chloride). Solvent: C(Cl)(Cl)Cl (chloroform). Conditions: temperature 0 celsius. The product is C(C1=CC=CC=C1)C1=CC=C(CCl)C=C1 (4-benzylbenzyl chloride). RXN SMILES: [CH2:1]([C:8]1[CH:15]=[CH:14][C:11]([CH2:12]O)=[CH:10][CH:9]=1)[C:2]1[CH:7]=[CH:6][CH:5]=[CH:4][CH:3]=1.S(Cl)([Cl:18])=O>C(Cl)(Cl)Cl>[CH2:1]([C:8]1[CH:15]=[CH:14][C:11]([CH2:12][Cl:18])=[CH:10][CH:9]=1)[C:2]1[CH:7]=[CH:6][CH:5]=[CH:4][CH:3]=1. Procedure: 4-benzylbenzyl alcohol (181.47 g) was dissolved into chloroform (100 ml), and thionyl chloride (66.8 ml) was added with stirring at a 0° C. After stirring at 0° C. for 4 hours, reaction mixture was concentrated under reduced pressure to give the title compound (198.34 g). This product was used in the subsequent procedure without purification. The reactants are C(CCC)[Li] (n-butyllithium), [Br-].C(CC)[P+](C1=CC=CC=C1)(C1=CC=CC=C1)C1=CC=CC=C1 (propyltriphenylphosphonium bromide), CC1(OCCO1)C1(CC1)C=O (1-(2-Methyl-1,3-dioxolan-2-yl)cyclopropanecarbaldehyde). Solvent: C(C)OCC (diethyl ether), C(C)OCC (diethyl ether). Reaction conditions: time 1 hour. The product is C(=CCC)C1(CC1)C1(OCCO1)C (2-[1-(1-Butenyl)cyclopropyl]-2-methyl-1,3-dioxolan). Reaction SMILES: [Br-].C([P+](C1C=CC=CC=1)(C1C=CC=CC=1)C1C=CC=CC=1)CC.[CH2:24]([Li])[CH2:25][CH2:26][CH3:27].[CH3:29][C:30]1([C:35]2(C=O)[CH2:37][CH2:36]2)[O:34][CH2:33][CH2:32][O:31]1>C(OCC)C>[CH:24]([C:35]1([C:30]2([CH3:29])[O:34][CH2:33][CH2:32][O:31]2)[CH2:37][CH2:36]1)=[CH:25][CH2:26][CH3:27] |f:0.1|. Procedure: 7.2 g of propyltriphenylphosphonium bromide is dissolved in 100 ml of diethyl ether, and 7.5 ml of n-butyllithium solution (2.5 M in hexane) is added in drops under nitrogen at room temperature. It is stirred for 1 hour, and then 2.34 g of aldehyde 7 is added to 10 ml of diethyl ether. It is stirred for 1 more hour, quenched with sodium chloride solution, extracted with ethyl acetate, washed with sodium chloride solution, dried on sodium sulfate and concentrated by evaporation. The residue is ch...